describe an organic reaction: reactants, conditions, products, and yield From a dataset of the Open Reaction Database (ORD), a public repository of structured organic reaction records. Starting materials: C(=O)N[C@H]1[C@@H]2N(C(=C(CS2)\C=C\C[N+](C)(C)[C@H](CO)C(N)=O)C(=O)OCC2=CC=C(C=C2)OC)C1=O (p-Methoxybenzyl 7β-Formamido-3-[(E)-3-[((R)-1-Carbamoyl-2-Hydroxyethyl)Dimethylammonio]-1-Propenyl]-3-Cephem-4-Carboxylate), FC(C(=O)O)(F)F (trifluoroacetic acid). Solvent: C1(=CC=CC=C1)OC (anisole). Product: FC(C(=O)[O-])(F)F.C(=O)N[C@H]1[C@@H]2N(C(=C(CS2)\C=C\C[N+](C)(C)[C@H](CO)C(N)=O)C(=O)O)C1=O (7β-Formamido-3-[(E)-3-[((R)-1 -Carbamoyl-2-Hydroxyethyl)dimethylammonio]-1-Propenyl]-3-Cephem-4-Carboxylate Trifluoroacetate). Reaction SMILES: [CH:1]([NH:3][C@@H:4]1[C:35](=[O:36])[N:6]2[C:7]([C:23]([O:25]CC3C=CC(OC)=CC=3)=[O:24])=[C:8](/[CH:11]=[CH:12]/[CH2:13][N+:14]([C@@H:17]([C:20](=[O:22])[NH2:21])[CH2:18][OH:19])([CH3:16])[CH3:15])[CH2:9][S:10][C@H:5]12)=[O:2].[F:37][C:38]([F:43])([F:42])[C:39]([OH:41])=[O:40]>C1(OC)C=CC=CC=1>[F:37][C:38]([F:43])([F:42])[C:39]([O-:41])=[O:40].[CH:1]([NH:3][C@@H:4]1[C:35](=[O:36])[N:6]2[C:7]([C:23]([OH:25])=[O:24])=[C:8](/[CH:11]=[CH:12]/[CH2:13][N+:14]([C@@H:17]([C:20](=[O:22])[NH2:21])[CH2:18][OH:19])([CH3:15])[CH3:16])[CH2:9][S:10][C@H:5]12)=[O:2] |f:3.4|. Procedure details: In a similar manner as in Example 5, the compound (4.98 g) of Example 28 was suspended in anisole (30 ml), followed by an addition of trifluoroacetic acid (33 ml) to obtain the target compound (4.03 g). The reactants are BrC1=NC=C(C=C1Br)Br (2,3,5-tribromopyridine), C(=O)(OC(C)(C)C)N1CCNCC1 (1-Boc-piperazine), C([O-])([O-])=O.[K+].[K+] (potassium carbonate), CC(CC)=O (2-butanone). Run in O (water). Product: C(C)(C)(C)OC(=O)N1CCN(CC1)C1=NC=C(C=C1Br)Br (4-(3,5-dibromopyridin-2-yl)piperazine-1-carboxylic acid tert-butyl ester). Yield: 97.5%. RXN SMILES: Br[C:2]1[C:7]([Br:8])=[CH:6][C:5]([Br:9])=[CH:4][N:3]=1.[C:10]([N:17]1[CH2:22][CH2:21][NH:20][CH2:19][CH2:18]1)([O:12][C:13]([CH3:16])([CH3:15])[CH3:14])=[O:11].C(=O)([O-])[O-].[K+].[K+].CC(=O)CC>O>[C:13]([O:12][C:10]([N:17]1[CH2:22][CH2:21][N:20]([C:2]2[C:7]([Br:8])=[CH:6][C:5]([Br:9])=[CH:4][N:3]=2)[CH2:19][CH2:18]1)=[O:11])([CH3:16])([CH3:14])[CH3:15] |f:2.3.4|. Reported procedure: To a mixture of 2,3,5-tribromopyridine (10 g), 1-Boc-piperazine (6 g) and potassium carbonate (20 g) was added 2-butanone (80 mL), and the mixture was refluxed for 8 hr. After cooling, water was added to the reaction mixture, and the mixture was extracted with ethyl acetate. The organic layer was washed with saturated brine, and the solvent was evaporated to give 4-(3,5-dibromopyridin-2-yl)piperazine-1-carboxylic acid tert-butyl ester (13 g). To a mixture of 4-(3,5-dibromopyridin-2-yl)piperazine... Reactants: N1(CCNCC1)CC(=O)N1CCOCC1 (piperazin-1-yl-acetic acid morpholide), C(C1=CC=C(C=C1)OC)(=O)Cl (anisoyl chloride). The solvent is C(Cl)Cl (methylene chloride), C(C)(C)O (isopropanol). Conditions: time 4 hour. Product: Cl.COC1=CC=C(C(=O)N2CCN(CC2)CC(=O)N2CCOCC2)C=C1 (4-(4-Methoxybenzoyl)-piperazin-1-yl-acetic acid morpholide hydrochloride). As a reaction SMILES: [N:1]1([CH2:7][C:8]([N:10]2[CH2:15][CH2:14][O:13][CH2:12][CH2:11]2)=[O:9])[CH2:6][CH2:5][NH:4][CH2:3][CH2:2]1.[C:16]([Cl:26])(=[O:25])[C:17]1[CH:22]=[CH:21][C:20]([O:23][CH3:24])=[CH:19][CH:18]=1>C(Cl)Cl.C(O)(C)C>[ClH:26].[CH3:24][O:23][C:20]1[CH:21]=[CH:22][C:17]([C:16]([N:4]2[CH2:3][CH2:2][N:1]([CH2:7][C:8]([N:10]3[CH2:11][CH2:12][O:13][CH2:14][CH2:15]3)=[O:9])[CH2:6][CH2:5]2)=[O:25])=[CH:18][CH:19]=1 |f:4.5|. Procedure: 10.25 g of piperazin-1-yl-acetic acid morpholide are cooled to 0° C. in 20 ml of methylene chloride. 8.75 g of anisoyl chloride are added dropwise in the course of 15 minutes. After the mixture has been subsequently stirred for 4 hours, it is diluted with isopropanol, whereupon the colourless product precipitates. It is filtered off with suction and dried. Starting materials: CCN(C(C)=O)c1ccc([N+](=O)[O-])cc1, C1CCOC1. Product: CCN(C(C)=O)c1ccc(N)cc1. Reaction SMILES: [C:1]([CH3:2])(=[O:3])[N:4]([c:5]1[cH:6][cH:7][c:8]([N+:11]([O-:12])=[O:13])[cH:9][cH:10]1)[CH2:14][CH3:15].[CH2:16]1[O:17][CH2:18][CH2:19][CH2:20]1>>[C:1]([CH3:2])(=[O:3])[N:4]([c:5]1[cH:6][cH:7][c:8]([NH2:11])[cH:9][cH:10]1)[CH2:14][CH3:15]. Starting materials: C(Cl)Cl (CH2Cl2), ClC1=CC=C(C=C1)[Mg]Br (4-chlorophenylmagnesium bromide), CC(C)(S(=O)(=O)C)C=1C=C2C=CC=NC2=C(C1)C=1C=C(C=CC1)C=1N=C(SC1C1=CC=C(C=C1)SC)C(C)=O (1-{4-(3-{6-[1-methyl-1-(methylsulfonyl)ethyl]quinolin-8-yl}phenyl)-5-[4-(methylthio)phenyl]-1,3-thiazol-2-yl}ethanone). Solvent: CO (MeOH). Product: ClC1=CC=C(C=C1)C(C)(O)C=1SC(=C(N1)C1=CC(=CC=C1)C=1C=C(C=C2C=CC=NC12)C(C)(S(=O)(=O)C)C)C1=CC=C(C=C1)SC (1-(4-chlorophenyl)-1-{4-(3-{6-[1-methyl-1-(methylsulfonyl)ethyl]quinolin-8-yl}phenyl)-5-[4-(methylthio)phenyl]-1,3-thiazol-2-yl}ethanol). Reaction SMILES: [Cl:1][C:2]1[CH:7]=[CH:6][C:5]([Mg]Br)=[CH:4][CH:3]=1.[CH3:10][C:11]([C:17]1[CH:18]=[C:19]2[C:24](=[C:25]([C:27]3[CH:28]=[C:29]([C:33]4[N:34]=[C:35]([C:46](=[O:48])[CH3:47])[S:36][C:37]=4[C:38]4[CH:43]=[CH:42][C:41]([S:44][CH3:45])=[CH:40][CH:39]=4)[CH:30]=[CH:31][CH:32]=3)[CH:26]=1)[N:23]=[CH:22][CH:21]=[CH:20]2)([S:13]([CH3:16])(=[O:15])=[O:14])[CH3:12].C(Cl)Cl>CO>[Cl:1][C:2]1[CH:7]=[CH:6][C:5]([C:46]([C:35]2[S:36][C:37]([C:38]3[CH:43]=[CH:42][C:41]([S:44][CH3:45])=[CH:40][CH:39]=3)=[C:33]([C:29]3[CH:30]=[CH:31][CH:32]=[C:27]([C:25]4[CH:26]=[C:17]([C:11]([CH3:10])([S:13]([CH3:16])(=[O:15])=[O:14])[CH3:12])[CH:18]=[C:19]5[C:24]=4[N:23]=[CH:22][CH:21]=[CH:20]5)[CH:28]=3)[N:34]=2)([OH:48])[CH3:47])=[CH:4][CH:3]=1. Procedure details: Prepared according to the general procedure Cer-1 using 4-chlorophenylmagnesium bromide and methylketone from step 3. Flash chromatography (CH2Cl2:MeOH, 96:4) afforded the title compound. Reactants: BrC1=C(C=CC(=C1)C(F)(F)F)N1C2=C(OCC1)C=C(C=C2)S(=O)(=O)NC2=NC=NS2 (4-(2-bromo-4-(trifluoromethyl)phenyl)-N-(1,2,4-thiadiazol-5-yl)-3,4-dihydro-2H-benzo[b][1,4]oxazine-7-sulfonamide), CC1(OB(OC1(C)C)C=1C=NN(C1)C(=O)OC(C)(C)C)C (tert-butyl 4-(4,4,5,5-tetramethyl-1,3,2-dioxaborolan-2-yl)-1H-pyrazole-1-carboxylate), C(=O)([O-])[O-].[K+].[K+] (K2CO3), Cl (HCl). Reagents/catalysts: C=1C=CC(=CC1)[P](C=2C=CC=CC2)(C=3C=CC=CC3)[Pd]([P](C=4C=CC=CC4)(C=5C=CC=CC5)C=6C=CC=CC6)([P](C=7C=CC=CC7)(C=8C=CC=CC8)C=9C=CC=CC9)[P](C=1C=CC=CC1)(C=1C=CC=CC1)C=1C=CC=CC1 (tetrakis(triphenylphosphine)palladium(0)). Run in O1CCOCC1 (dioxane), O (water), CO (methanol). Run at temperature 100 celsius, time 8 hour. Product: N1N=CC(=C1)C1=C(C=CC(=C1)C(F)(F)F)N1C2=C(OCC1)C=C(C=C2)S(=O)(=O)NC2=NC=NS2 (4-(2-(1H-pyrazol-4-yl)-4-(trifluoromethyl)phenyl)-N-(1,2,4-thiadiazol-5-yl)-3,4-dihydro-2H-benzo[b][1,4]oxazine-7-sulfonamide). The yield is 22.4%. RXN SMILES: Br[C:2]1[CH:7]=[C:6]([C:8]([F:11])([F:10])[F:9])[CH:5]=[CH:4][C:3]=1[N:12]1[CH2:17][CH2:16][O:15][C:14]2[CH:18]=[C:19]([S:22]([NH:25][C:26]3[S:30][N:29]=[CH:28][N:27]=3)(=[O:24])=[O:23])[CH:20]=[CH:21][C:13]1=2.CC1(C)C(C)(C)OB([C:39]2[CH:40]=[N:41][N:42](C(OC(C)(C)C)=O)[CH:43]=2)O1.C([O-])([O-])=O.[K+].[K+].Cl>O1CCOCC1.O.CO.C1C=CC([P]([Pd]([P](C2C=CC=CC=2)(C2C=CC=CC=2)C2C=CC=CC=2)([P](C2C=CC=CC=2)(C2C=CC=CC=2)C2C=CC=CC=2)[P](C2C=CC=CC=2)(C2C=CC=CC=2)C2C=CC=CC=2)(C2C=CC=CC=2)C2C=CC=CC=2)=CC=1>[NH:41]1[CH:40]=[C:39]([C:2]2[CH:7]=[C:6]([C:8]([F:11])([F:10])[F:9])[CH:5]=[CH:4][C:3]=2[N:12]2[CH2:17][CH2:16][O:15][C:14]3[CH:18]=[C:19]([S:22]([NH:25][C:26]4[S:30][N:29]=[CH:28][N:27]=4)(=[O:24])=[O:23])[CH:20]=[CH:21][C:13]2=3)[CH:43]=[N:42]1 |f:2.3.4,^1:71,73,92,111|. Procedure details: A microwave vial was charged with INTERMEDIATE D (0.100 g, 0.192 mmol), tert-butyl 4-(4,4,5,5-tetramethyl-1,3,2-dioxaborolan-2-yl)-1H-pyrazole-1-carboxylate (Sigma-Aldrich, St. Louis, Mo., 0.113 g, 0.384 mmol), tetrakis(triphenylphosphine)palladium(0) (0.022 g, 0.019 mmol), and K2CO3 (0.133 g, 0.959 mmol). The solids were diluted with dioxane (1.279 mL) and water (0.639 mL), and the reaction was heated under microwave irradiation at 100° C. for 30 minutes. The reaction mixture was lyophilized ov... Starting materials: [H-].[Al+3].[Li+].[H-].[H-].[H-] (lithium aluminium hydride), [OH-].[Na+] (sodium hydroxide), CC=1C=C(OCC(C)=NO)C=CC1 (1-(3-methylphenoxy)propan-2-one oxime), O (water), O (water). Run in CCOCC (ether), CCOCC (ether). Conditions: time 4 hour. Yields the product CC=1C=C(OCC(C)N)C=CC1 (1-(3-methylphenoxy)prop-2-ylamine). Reaction SMILES: [CH3:1][C:2]1[CH:3]=[C:4]([CH:11]=[CH:12][CH:13]=1)[O:5][CH2:6][C:7](=[N:9]O)[CH3:8].[H-].[Al+3].[Li+].[H-].[H-].[H-].O.[OH-].[Na+]>CCOCC>[CH3:1][C:2]1[CH:3]=[C:4]([CH:11]=[CH:12][CH:13]=1)[O:5][CH2:6][CH:7]([NH2:9])[CH3:8] |f:1.2.3.4.5.6,8.9|. Reported procedure: A solution of 1-(3-methylphenoxy)propan-2-one oxime (13.7 g.) in dry ether (100 ml.) was added dropwise, over 45 minutes, to a stirred, refluxing mixture of lithium aluminium hydride (5.85 g.) in dry ether (200 ml.). Stirring and heating were continued for 4 hours and the mixture was cooled and treated cautiously with water (5.8 ml.) followed by 15% aqueous sodium hydroxide (5.8 ml.), and finally, water (17.5 ml.). The mixture was stirred for 30 minutes and then filtered. The filtrate was dried ... Reactants: CI, Cc1cc2ccccc2[nH]1, [Cl-], ClCc1ccncc1, Cl, [Mg], [NH4+], O. Yields the product c1ccc2[nH]ccc2c1. As a reaction SMILES: [CH3:1][I:2].[CH3:4][c:5]1[nH:6][c:7]2[cH:8][cH:9][cH:10][cH:11][c:12]2[cH:13]1.[Cl-:23].[Cl:15][CH2:16][c:17]1[cH:18][cH:19][n:20][cH:21][cH:22]1.[ClH:14].[Mg:3].[NH4+:24].[OH2:25]>>[cH:5]1[nH:6][c:7]2[cH:8][cH:9][cH:10][cH:11][c:12]2[cH:13]1.